Dataset: the Open Reaction Database (ORD), a public repository of structured organic reaction records. Task: describe an organic reaction: reactants, conditions, products, and yield RXN SMILES: [Br:1][C:2]1[C:3]([C:10]([O:12]C)=[O:11])=[N:4][C:5]([Cl:9])=[CH:6][C:7]=1Cl.[N-:14]=[N+]=[N-].[Na+].O.[BH4-].[Na+]>CN(C=O)C.CO>[NH2:14][C:7]1[CH:6]=[C:5]([Cl:9])[N:4]=[C:3]([C:10]([OH:12])=[O:11])[C:2]=1[Br:1] |f:1.2,4.5|. Reported procedure: To a solution of methyl 3-bromo-4,6-dichloropyridine-2-carboxylate (0.9 g, 3.2 mmol) in aqueous DMF was added NaN3 (0.25 g, 3.8 mmol). The resulting mixture was heated at 60° C. for 1 hr, added to H2O and extracted (3×) with Et2O. Organic layer was concentrated to yield a white solid, which was dissolved in 10 mL of MeOH. Excess NaBH4 was added and the reaction mixture stirred at room temperature for 0.5 hr. This material was added to H2O, extracted (3×) with Et2O, dried over MgSO4 and concentra... The solvent is CO (MeOH), CN(C)C=O (DMF). Reaction conditions: temperature 60 celsius, time 0.5 hour. Yield: 27.3%. The reactants are [BH4-].[Na+] (NaBH4), O (H2O), BrC=1C(=NC(=CC1Cl)Cl)C(=O)OC (methyl 3-bromo-4,6-dichloropyridine-2-carboxylate), [N-]=[N+]=[N-].[Na+] (NaN3), O (H2O). The product is NC1=C(C(=NC(=C1)Cl)C(=O)O)Br (4-amino-3-bromo-6-chloropyridine-2-carboxylic acid). Starting materials: CN(C([C@H](CC=O)N1CCN(CCC1=O)C1=CC(=CC=C1)C(F)(F)F)=O)C ((S)—N,N-dimethyl-4-oxo-2-[7-oxo-4-(3-trifluoromethyl-phenyl)-[1,4]diazepan-1-yl]-butyramide), Cl.C1CC12[C@@H](CNCC2)O ((S)-6-aza-spiro[2.5]octan-4-ol hydrochloride), Cl.C1CC12[C@@H](CNCC2)O ((S)-6-aza-spiro[2.5]octan-4-ol hydrochloride). Yields the product O[C@H]1C2(CC2)CCN(C1)CC[C@@H](C(=O)N(C)C)N1CCN(CCC1=O)C1=CC(=CC=C1)C(F)(F)F ((S)-4-((S)-4-Hydroxy-6-aza-spiro[2.5]oct-6-yl)-N,N-dimethyl-2-[7-oxo-4-(3-trifluoromethyl-phenyl)-[1,4]diazepan-1-yl]-butyramide). Isolated yield 57.0%. As a reaction SMILES: [CH3:1][N:2]([CH3:27])[C:3](=[O:26])[C@@H:4]([N:8]1[C:14](=[O:15])[CH2:13][CH2:12][N:11]([C:16]2[CH:21]=[CH:20][CH:19]=[C:18]([C:22]([F:25])([F:24])[F:23])[CH:17]=2)[CH2:10][CH2:9]1)[CH2:5][CH:6]=O.Cl.[CH2:29]1[C:31]2([CH2:36][CH2:35][NH:34][CH2:33][C@H:32]2[OH:37])[CH2:30]1>>[OH:37][C@@H:32]1[CH2:33][N:34]([CH2:6][CH2:5][C@H:4]([N:8]2[C:14](=[O:15])[CH2:13][CH2:12][N:11]([C:16]3[CH:21]=[CH:20][CH:19]=[C:18]([C:22]([F:24])([F:23])[F:25])[CH:17]=3)[CH2:10][CH2:9]2)[C:3]([N:2]([CH3:1])[CH3:27])=[O:26])[CH2:35][CH2:36][C:31]21[CH2:30][CH2:29]2 |f:1.2|. Procedure details: In analogy to the procedure described in example 1K, (S)—N,N-dimethyl-4-oxo-2-[7-oxo-4-(3-trifluoromethyl-phenyl)-[1,4]diazepan-1-yl]-butyramide and (S)-6-aza-spiro[2.5]octan-4-ol hydrochloride (intermediate 2) gave the title compound in 57% yield as white foam. MS: 497.3 (MH+). Starting materials: CC=1NC2=CC=C(C(=C2C1)C(F)(F)F)C#N (2-methyl-4-(trifluoromethyl)-1H-indole-5-carbonitrile), FC(C=1C=C(C=C(C1)C(F)(F)F)C=1SC(=CN1)CCl)(F)F (2-[3,5-bis(trifluoromethyl)phenyl]-5-(chloromethyl)-1,3-thiazole). Product: FC(C=1C=C(C=C(C1)C(F)(F)F)C=1SC(=CN1)CN1C(=CC2=C(C(=CC=C12)C#N)C(F)(F)F)C)(F)F (1-({2-[3,5-bis(Trifluoromethyl)phenyl]-1,3-thiazol-5-yl}methyl)-2-methyl-4-(trifluoromethyl)-1H-indole-5-carbonitrile). Reaction SMILES: [CH3:1][C:2]1[NH:3][C:4]2[C:9]([CH:10]=1)=[C:8]([C:11]([F:14])([F:13])[F:12])[C:7]([C:15]#[N:16])=[CH:6][CH:5]=2.[F:17][C:18]([F:37])([F:36])[C:19]1[CH:20]=[C:21]([C:29]2[S:30][C:31]([CH2:34]Cl)=[CH:32][N:33]=2)[CH:22]=[C:23]([C:25]([F:28])([F:27])[F:26])[CH:24]=1>>[F:37][C:18]([F:17])([F:36])[C:19]1[CH:20]=[C:21]([C:29]2[S:30][C:31]([CH2:34][N:3]3[C:4]4[C:9](=[C:8]([C:11]([F:12])([F:14])[F:13])[C:7]([C:15]#[N:16])=[CH:6][CH:5]=4)[CH:10]=[C:2]3[CH3:1])=[CH:32][N:33]=2)[CH:22]=[C:23]([C:25]([F:26])([F:27])[F:28])[CH:24]=1. Procedure details: Synthesized as described in Example 4 using 2-methyl-4-(trifluoromethyl)-1H-indole-5-carbonitrile (Example 120) and 2-[3,5-bis(trifluoromethyl)phenyl]-5-(chloromethyl)-1,3-thiazole (Example 321B): 1H NMR (400 MHz, CDCl3) δ 8.26 (s, 2H), 7.89 (s, 1H), 7.74 (s, 1H), 7.57 (d, J=8.5 Hz, 1H), 7.53 (d, J=8.5 Hz, 1H), 6.67 (s, 1H), 5.58 (s, 2H), 2.57 (s, 3H): MS (ES) m/z 532 (M−1). Reactants: CC(C#CC(O)C1=CC=C(C=C1)SC)(CC)O (4-methyl-1-{4-(methylthio)phenyl}-2-hexyn-1,4-diol), [Cr](=O)(=O)([O-])O[Cr](=O)(=O)[O-].[NH+]1=CC=CC=C1.[NH+]1=CC=CC=C1 (pyridinium dichromate). Run in ClCCl (dichloromethane). Conditions: time 8 hour. Yields the product OC(C#CC(=O)C1=CC=C(C=C1)SC)(CC)C (4-hydroxy-4-methyl-1-{4-(methylthio)phenyl}-2-hexyn-1-one). Isolated yield 54.4%. As a reaction SMILES: [CH3:1][C:2]([OH:17])([CH2:15][CH3:16])[C:3]#[C:4][CH:5]([C:7]1[CH:12]=[CH:11][C:10]([S:13][CH3:14])=[CH:9][CH:8]=1)[OH:6].[Cr](O[Cr]([O-])(=O)=O)([O-])(=O)=O.[NH+]1C=CC=CC=1.[NH+]1C=CC=CC=1>ClCCl>[OH:17][C:2]([CH3:1])([CH2:15][CH3:16])[C:3]#[C:4][C:5]([C:7]1[CH:8]=[CH:9][C:10]([S:13][CH3:14])=[CH:11][CH:12]=1)=[O:6] |f:1.2.3|. Procedure: To 9.9 g of 4-methyl-1-{4-(methylthio)phenyl}-2-hexyn-1,4-diol dissolved in 200 ml dichloromethane, were added 15 g of pyridinium dichromate (PDC) and 15 g of celite. The suspension was stirred overnight at room temperature, and then the insoluble material was filtered off through Florisil. The filtrate was purified by column chromatography (hexane/ethylactate=4:1) to give 5.34 g of 4-hydroxy-4-methyl-1-{4-(methylthio)phenyl}-2-hexyn-1-one. NMR: δ1.13 (t, J=7.5 Hz, 3H), 1.62 (s, 3H), 1.85 (q, J=... Reactants: COC(=O)c1cc2c(s1)-c1ccc(Br)cc1OCC2, [Li+], C1CCOC1, [OH-], O. Product: O=C(O)c1cc2c(s1)-c1ccc(Br)cc1OCC2. RXN SMILES: [Br:1][c:2]1[cH:3][cH:4][c:5]2[c:6]([cH:19]1)[O:7][CH2:8][CH2:9][c:10]1[c:11]-2[s:12][c:13]([C:15](=[O:16])[O:17][CH3:18])[cH:14]1.[Li+:20].[O:23]1[CH2:24][CH2:25][CH2:26][CH2:27]1.[OH-:21].[OH2:22]>>[Br:1][c:2]1[cH:3][cH:4][c:5]2[c:6]([cH:19]1)[O:7][CH2:8][CH2:9][c:10]1[c:11]-2[s:12][c:13]([C:15](=[O:16])[OH:17])[cH:14]1.